Task: describe an organic reaction: reactants, conditions, products, and yield. Dataset: the Open Reaction Database (ORD), a public repository of structured organic reaction records Product: O=C(NCCc1ccc(O)c(O)c1)c1cccnc1. Starting materials: Br, C(=NC1CCCCC1)=NC1CCCCC1, NCCc1ccc(O)c(O)c1, O=C(O)c1cccnc1, c1ccncc1. RXN SMILES: [BrH:1].[CH:22]1([N:23]=[C:24]=[N:25][CH:26]2[CH2:27][CH2:28][CH2:29][CH2:30][CH2:31]2)[CH2:32][CH2:33][CH2:34][CH2:35][CH2:36]1.[NH2:2][CH2:3][CH2:4][c:5]1[cH:6][c:7]([OH:8])[c:9]([OH:10])[cH:11][cH:12]1.[OH:13][C:14](=[O:15])[c:16]1[cH:17][cH:18][cH:19][n:20][cH:21]1.[cH:37]1[cH:38][cH:39][n:40][cH:41][cH:42]1>>[NH:2]([CH2:3][CH2:4][c:5]1[cH:6][c:7]([OH:8])[c:9]([OH:10])[cH:11][cH:12]1)[C:14](=[O:13])[c:16]1[cH:17][cH:18][cH:19][n:20][cH:21]1. Starting materials: NC(CO)(CO)C (2-amino-2-methyl-1,3-propanediol), C(C(=O)C)(=O)OCC (ethyl pyruvate). Run in C(CCC)O (1-butanol). The product is 2,4-dimethyl-4-hydroxymethyl-1,3-oxazolidine-2-carboxylic acid ester, CC=1C(OCC(N1)(CO)C)=O (5,6-dihydro-3,5-dimethyl-5-hydroxymethyl-1,4-oxazin-2-one). Reaction SMILES: [NH2:1][C:2]([CH3:7])([CH2:5][OH:6])[CH2:3][OH:4].[C:8](OCC)(=[O:12])[C:9]([CH3:11])=O>C(O)CCC>[CH3:11][C:9]1[C:8](=[O:12])[O:4][CH2:3][C:2]([CH3:7])([CH2:5][OH:6])[N:1]=1. Procedure: The results presented herein above and as shown in the schematic FIGS. 1 and 2 indicate that direct condensation of 2-amino-2-methyl-1,3-propanediol (1) with ethyl pyruvate in 1-butanol at reflux, followed by vacuum distillation, gives the 2,4-dimethyl-4-hydroxymethyl-1,3-oxazolidine-2-carboxylic acid ester of 5,6-dihydro-3,5-dimethyl-5-hydroxymethyl-1,4-oxazin-2-one (2). Evidence for the structure of the latter compound (2) is derived from elemental analysis, 1H NMR, IR and UV spectra, as well ... Starting materials: COC(COC1=C2C(=C(C(=NC2=C(C=C1)Cl)C)CC1=CC=C(C=C1)Cl)Cl)=O ([4,8-dichloro-3-(4-chlorobenzyl)-2-methylquinolin-5-yloxy]acetic acid methyl ester), Cl (hydrochloric acid). The reagents and catalysts are [Pd] (palladium). Run in C(C)O (ethanol). Reaction conditions: time 17 hour. The product is COC(COC1=C2C=C(C(=NC2=CC=C1)C)CC1=CC=C(C=C1)Cl)=O ([3-(4-chlorobenzyl)-2-methylquinolin-5-yloxy]acetic Acid Methyl Ester). RXN SMILES: [CH3:1][O:2][C:3](=[O:27])[CH2:4][O:5][C:6]1[CH:15]=[CH:14][C:13](Cl)=[C:12]2[C:7]=1[C:8](Cl)=[C:9]([CH2:18][C:19]1[CH:24]=[CH:23][C:22]([Cl:25])=[CH:21][CH:20]=1)[C:10]([CH3:17])=[N:11]2.Cl>[Pd].C(O)C>[CH3:1][O:2][C:3](=[O:27])[CH2:4][O:5][C:6]1[CH:15]=[CH:14][CH:13]=[C:12]2[C:7]=1[CH:8]=[C:9]([CH2:18][C:19]1[CH:20]=[CH:21][C:22]([Cl:25])=[CH:23][CH:24]=1)[C:10]([CH3:17])=[N:11]2. Reported procedure: A mixture of [4,8-dichloro-3-(4-chlorobenzyl)-2-methylquinolin-5-yloxy]acetic acid methyl ester (0.13 g), palladium (5 wt. % on activated carbon, 0.010 g), ethanol (5.0 mL) and 1.0 M aqueous hydrochloric acid (1.0 mL) was stirred at room temperature for 17 hours under an atmosphere of hydrogen. The mixture was filtered through hyflo, washing with ethanol and water and the solvent removed under reduced pressure to afford title compound, 0.11 g.